Dataset: the Open Reaction Database (ORD), a public repository of structured organic reaction records. Task: describe an organic reaction: reactants, conditions, products, and yield The reactants are CC(=O)O, CCCCc1c[nH]c(SC)c1[N+](=O)[O-], OO. Product: CCCCc1c[nH]c(S(C)=O)c1[N+](=O)[O-]. Reaction SMILES: [CH3:17][C:18](=[O:19])[OH:20].[CH3:1][S:2][c:3]1[nH:4][cH:5][c:6]([CH2:11][CH2:12][CH2:13][CH3:14])[c:7]1[N+:8](=[O:9])[O-:10].[OH:15][OH:16]>>[CH3:1][S:2]([c:3]1[nH:4][cH:5][c:6]([CH2:11][CH2:12][CH2:13][CH3:14])[c:7]1[N+:8](=[O:9])[O-:10])=[O:15]. The reactants are BrC(Br)(Br)Br, C1CCOC1, OCc1ccc(OC(c2ccccc2)c2ccccc2)cc1, c1ccc(P(c2ccccc2)c2ccccc2)cc1. Yields the product BrCc1ccc(OC(c2ccccc2)c2ccccc2)cc1. Reaction SMILES: [C:42]([Br:43])([Br:44])([Br:45])[Br:46].[CH2:47]1[O:48][CH2:49][CH2:50][CH2:51]1.[c:1]1([CH:7]([O:8][c:9]2[cH:10][cH:11][c:12]([CH2:13][OH:14])[cH:15][cH:16]2)[c:17]2[cH:18][cH:19][cH:20][cH:21][cH:22]2)[cH:2][cH:3][cH:4][cH:5][cH:6]1.[c:23]1([P:24]([c:25]2[cH:26][cH:27][cH:28][cH:29][cH:30]2)[c:31]2[cH:32][cH:33][cH:34][cH:35][cH:36]2)[cH:37][cH:38][cH:39][cH:40][cH:41]1>>[c:1]1([CH:7]([O:8][c:9]2[cH:10][cH:11][c:12]([CH2:13][Br:43])[cH:15][cH:16]2)[c:17]2[cH:18][cH:19][cH:20][cH:21][cH:22]2)[cH:2][cH:3][cH:4][cH:5][cH:6]1.